This data is from the Open Reaction Database (ORD), a public repository of structured organic reaction records. The task is: describe an organic reaction: reactants, conditions, products, and yield The reactants are [Br-].COC1=CC=C(C(C[N+]2=CC=CC=C2)=O)C=C1 (4-methoxyphenacylpyridinium bromide), F[B-](F)(F)F.[Na+] (sodium tetrafluoroborate). Yields the product F[B-](F)(F)F.COC1=CC=C(C(C[N+]2=CC=CC=C2)=O)C=C1 (4-methoxyphenacylpyridinium tetrafluoroborate). The yield is 85.0%. Reaction SMILES: [Br-].[CH3:2][O:3][C:4]1[CH:18]=[CH:17][C:7]([C:8](=[O:16])[CH2:9][N+:10]2[CH:15]=[CH:14][CH:13]=[CH:12][CH:11]=2)=[CH:6][CH:5]=1.[F:19][B-:20]([F:23])([F:22])[F:21].[Na+]>>[F:19][B-:20]([F:23])([F:22])[F:21].[CH3:2][O:3][C:4]1[CH:5]=[CH:6][C:7]([C:8](=[O:16])[CH2:9][N+:10]2[CH:15]=[CH:14][CH:13]=[CH:12][CH:11]=2)=[CH:17][CH:18]=1 |f:0.1,2.3,4.5|. Procedure details: The title compound was prepared similarly to Example 2 from 4-methoxyphenacylpyridinium bromide and sodium tetrafluoroborate in a yield of 85%. The reactants are CC1=C(C=CC(=C1)[N+](=O)[O-])OC (2-Methyl-4-nitroanisole), Br (hydrobromic acid), C(C)(=O)O (acetic acid). The solvent is O (water). Yields the product CC1=C(C=CC(=C1)[N+](=O)[O-])O (2-methyl-4-nitrophenol). As a reaction SMILES: [CH3:1][C:2]1[CH:7]=[C:6]([N+:8]([O-:10])=[O:9])[CH:5]=[CH:4][C:3]=1[O:11]C.Br.C(O)(=O)C>O>[CH3:1][C:2]1[CH:7]=[C:6]([N+:8]([O-:10])=[O:9])[CH:5]=[CH:4][C:3]=1[OH:11]. Reported procedure: 2-Methyl-4-nitroanisole (4.0 g)in 50 ml 1:1 hydrobromic acid:acetic acid is heated 12 hours at 120°. Solvent is stripped, the residue taken up in water and ethyl acetate, the mixture is filtered to remove insolubles, and the layers are separated. The organic phase is dried, filtered, and stripped to afford 2-methyl-4-nitrophenol. NMR (CDCl3): δ2.3 (3H,s), 6.8 (1H,d), 7.9 (1H,d of d), 8.0 (1H,d).